Dataset: the Open Reaction Database (ORD), a public repository of structured organic reaction records. Task: describe an organic reaction: reactants, conditions, products, and yield The reactants are C(C)(C)(C)OC(=O)N1C2CN(C(C1)C2)C2=NC=CC(=C2)C2=CC(=NC=C2)NC(C)C2=CC=CC=C2 (5-[2′-(1-phenyl-ethylamino)-[4,4′]bipyridinyl-2-yl]-2,5-diazabicyclo[2.2.1]-heptane-2-carboxylic acid tert-butyl ester), Cl (HCl). Reagents/catalysts: CO (methanol). Run in O1CCOCC1 (dioxane). Run at time 1 hour. Product: [C@@H]12N(C[C@@H](NC1)C2)C2=NC=CC(=C2)C2=CC(=NC=C2)N[C@@H](C)C2=CC=CC=C2 ((S)-[2′-((1S,4S)-2,5-Diaza-bicyclo[2.2.1]hept-2-yl)-[4,4′]bipyridinyl-2-yl]-(1-phenyl-ethyl)-amine). RXN SMILES: C(OC([N:8]1[CH2:13][CH:12]2[CH2:14][CH:9]1[CH2:10][N:11]2[C:15]1[CH:20]=[C:19]([C:21]2[CH:26]=[CH:25][N:24]=[C:23]([NH:27][CH:28]([C:30]3[CH:35]=[CH:34][CH:33]=[CH:32][CH:31]=3)[CH3:29])[CH:22]=2)[CH:18]=[CH:17][N:16]=1)=O)(C)(C)C.Cl>O1CCOCC1.CO>[C@H:12]12[CH2:14][C@H:9]([NH:8][CH2:13]1)[CH2:10][N:11]2[C:15]1[CH:20]=[C:19]([C:21]2[CH:26]=[CH:25][N:24]=[C:23]([NH:27][C@H:28]([C:30]3[CH:31]=[CH:32][CH:33]=[CH:34][CH:35]=3)[CH3:29])[CH:22]=2)[CH:18]=[CH:17][N:16]=1. Reported procedure: To 5-[2′-(1-phenyl-ethylamino)-[4,4′]bipyridinyl-2-yl]-2,5-diazabicyclo[2.2.1]-heptane-2-carboxylic acid tert-butyl ester (0.027 g, 0.058 mmol) were added 4N HCl (1 mL) in dioxane and a few drops of methanol. After 1 h, the reaction was concentrated in vacuo and the residue was taken up in water and extracted with ethyl acetate. The aqueous layer was neutralized with saturated sodium bicarbonate and extracted with chloroform (3×). The combined organic extract was dried (K2CO3), filtered, and con... Starting materials: [N+](=O)([O-])C=1C=C2C(=NN(C2=CC1)C1OCCCC1)C1=NC2=C(N1)C=C(C=C2)N2CCOCC2 (4-(2-(5-Nitro-1-(tetrahydro-2H-pyran-2-yl)-1H-indazol-3-yl)-1H-benzo[d]imidazol-6-yl)morpholine), [H][H] (hydrogen). Reagents/catalysts: [Pd] (Pd/C). Run in C(C)O (ethanol). Yields the product O1CCN(CC1)C1=CC2=C(NC(=N2)C2=NN(C3=CC=C(C=C23)N)C2OCCCC2)C=C1 (3-(5-morpholino-1H-benzo[d]imidazol-2-yl)-1-(tetrahydro-2H-pyran-2-yl)-1H-indazol-5-amine). Yield: 53.8%. As a reaction SMILES: [N+:1]([C:4]1[CH:5]=[C:6]2[C:10](=[CH:11][CH:12]=1)[N:9]([CH:13]1[CH2:18][CH2:17][CH2:16][CH2:15][O:14]1)[N:8]=[C:7]2[C:19]1[NH:23][C:22]2[CH:24]=[C:25]([N:28]3[CH2:33][CH2:32][O:31][CH2:30][CH2:29]3)[CH:26]=[CH:27][C:21]=2[N:20]=1)([O-])=O.[H][H]>C(O)C.[Pd]>[O:31]1[CH2:30][CH2:29][N:28]([C:25]2[CH:26]=[CH:27][C:21]3[NH:20][C:19]([C:7]4[C:6]5[C:10](=[CH:11][CH:12]=[C:4]([NH2:1])[CH:5]=5)[N:9]([CH:13]5[CH2:18][CH2:17][CH2:16][CH2:15][O:14]5)[N:8]=4)=[N:23][C:22]=3[CH:24]=2)[CH2:33][CH2:32]1. Reported procedure: 4-(2-(5-Nitro-1-(tetrahydro-2H-pyran-2-yl)-1H-indazol-3-yl)-1H-benzo[d]imidazol-6-yl)morpholine (50 mg, 0.111 mmol) was added to the 10% Pd/C (10 mg) in ethanol (20 mL) and then hydrogen gas (60 psi) was applied for overnight at room temperature. Upon The reaction mixture was filtered through Celite, and the solvent was removed in vacuum. Purification by flash chromatography (5% CH3OH/CH2Cl2) afforded the title compound (25 mg) as a solid. 1H NMR: (400 MHz, CD3OD): δ 7.66 (d, 1H, J=2.4 Hz), 7.56... Reactants: O (water), [Cl-].[Cl-].[Cl-].[Al+3] (Aluminium trichloride), C(C)OC1=C(C=CC=C1)C=1NC(C2=C(N1)C(=NN2C)CCC)=O (5-(2-ethoxyphenyl)-1-methyl-3-n-propyl-1,6-dihydro-7H-pyrazolo[4,3-d]pyrimidin-7-one), BrCC(=O)Br (bromoacetyl bromide). Solvent: ClCCl (dichloromethane). Conditions: time 18 hour. The product is BrCC(=O)C=1C=CC(=C(C1)C=1NC(C2=C(N1)C(=NN2C)CCC)=O)OCC (5-(5-Bromoacetyl-2-ethoxyphenyl)-1-methyl-3-n-propyl-1,6-dihydro-7H-pyrazolo[4,3-d]pyrimidin-7-one). Isolated yield 78.4%. RXN SMILES: [Cl-].[Cl-].[Cl-].[Al+3].[CH2:5]([O:7][C:8]1[CH:13]=[CH:12][CH:11]=[CH:10][C:9]=1[C:14]1[NH:15][C:16](=[O:27])[C:17]2[N:22]([CH3:23])[N:21]=[C:20]([CH2:24][CH2:25][CH3:26])[C:18]=2[N:19]=1)[CH3:6].[Br:28][CH2:29][C:30](Br)=[O:31].O>ClCCl>[Br:28][CH2:29][C:30]([C:11]1[CH:12]=[CH:13][C:8]([O:7][CH2:5][CH3:6])=[C:9]([C:14]2[NH:15][C:16](=[O:27])[C:17]3[N:22]([CH3:23])[N:21]=[C:20]([CH2:24][CH2:25][CH3:26])[C:18]=3[N:19]=2)[CH:10]=1)=[O:31] |f:0.1.2.3|. Procedure details: Aluminium trichloride (12.8 g, 0.096 mol) was added portionwise over 1 hour to a stirred solution of 5-(2-ethoxyphenyl)-1-methyl-3-n-propyl-1,6-dihydro-7H-pyrazolo[4,3-d]pyrimidin-7-one (10.0 g, 0.032 mol) and bromoacetyl bromide (5.6 ml, 0.064 mol) in dichloromethane (150 ml) at 0° C. After 18 hours at room temperature, the reaction mixture was poured into ice and water (400 g) and the resulting mixture stirred vigorously. The organic phase was separated and the aqueous phase further extracted ... The reactants are Cc1ccc(-n2nc(C(C)(C)C)cc2N)cc1, O=C(n1ccnc1)n1ccnc1, ClCCl, Nc1nccc(Oc2ccc(N)c3ccccc23)n1. Yields the product Cc1ccc(-n2nc(C(C)(C)C)cc2NC(=O)Nc2ccc(Oc3ccnc(N)n3)c3ccccc23)cc1. RXN SMILES: [C:13]([CH3:14])([CH3:15])([CH3:16])[c:17]1[n:18][n:19](-[c:23]2[cH:24][cH:25][c:26]([CH3:29])[cH:27][cH:28]2)[c:20]([NH2:22])[cH:21]1.[C:1](=[O:2])([n:3]1[cH:4][cH:5][n:6][cH:7]1)[n:8]1[cH:9][cH:10][n:11][cH:12]1.[Cl:49][CH2:50][Cl:51].[NH2:30][c:31]1[cH:32][cH:33][c:34]([O:41][c:42]2[n:43][c:44]([NH2:48])[n:45][cH:46][cH:47]2)[c:35]2[cH:36][cH:37][cH:38][cH:39][c:40]12>>[C:1](=[O:2])([NH:22][c:20]1[n:19](-[c:23]2[cH:24][cH:25][c:26]([CH3:29])[cH:27][cH:28]2)[n:18][c:17]([C:13]([CH3:14])([CH3:15])[CH3:16])[cH:21]1)[NH:30][c:31]1[cH:32][cH:33][c:34]([O:41][c:42]2[n:43][c:44]([NH2:48])[n:45][cH:46][cH:47]2)[c:35]2[cH:36][cH:37][cH:38][cH:39][c:40]12. The reactants are COCCOCCl, CCN(C(C)C)C(C)C, ClCCl, NC(Cc1ccccc1)C(=O)N(CCO)C(=O)OCc1ccccc1. Product: COCCOCOCCN(C(=O)OCc1ccccc1)C(=O)C(N)Cc1ccccc1. Reaction SMILES: [CH3:26][O:27][CH2:28][CH2:29][O:30][CH2:31][Cl:32].[CH:33]([N:34]([CH:35]([CH3:36])[CH3:37])[CH2:38][CH3:39])([CH3:40])[CH3:41].[Cl:42][CH2:43][Cl:44].[OH:1][CH2:2][CH2:3][N:4]([C:5]([CH:6]([NH2:7])[CH2:8][c:9]1[cH:10][cH:11][cH:12][cH:13][cH:14]1)=[O:15])[C:16](=[O:17])[O:18][CH2:19][c:20]1[cH:21][cH:22][cH:23][cH:24][cH:25]1>>[O:1]([CH2:2][CH2:3][N:4]([C:5]([CH:6]([NH2:7])[CH2:8][c:9]1[cH:10][cH:11][cH:12][cH:13][cH:14]1)=[O:15])[C:16](=[O:17])[O:18][CH2:19][c:20]1[cH:21][cH:22][cH:23][cH:24][cH:25]1)[CH2:31][O:30][CH2:29][CH2:28][O:27][CH3:26]. The reactants are CCOc1ccc(CO)cc1, C1CCOC1, O=Cc1cccc(O)c1, c1ccc(P(c2ccccc2)c2ccccc2)cc1. Yields the product CCOc1ccc(COc2cccc(C=O)c2)cc1. As a reaction SMILES: [CH2:1]([CH3:2])[O:3][c:4]1[cH:5][cH:6][c:7]([CH2:8][OH:9])[cH:10][cH:11]1.[O:40]1[CH2:41][CH2:42][CH2:43][CH2:44]1.[OH:12][c:13]1[cH:14][c:15]([CH:16]=[O:17])[cH:18][cH:19][cH:20]1.[c:21]1([P:22]([c:23]2[cH:24][cH:25][cH:26][cH:27][cH:28]2)[c:29]2[cH:30][cH:31][cH:32][cH:33][cH:34]2)[cH:35][cH:36][cH:37][cH:38][cH:39]1>>[CH2:1]([CH3:2])[O:3][c:4]1[cH:5][cH:6][c:7]([CH2:8][O:9][c:13]2[cH:14][c:15]([CH:16]=[O:17])[cH:18][cH:19][cH:20]2)[cH:10][cH:11]1. Reactants: Cc1cc(C#N)cnc1C(=O)O, Cc1ccccc1, CO, O=S(Cl)Cl. The product is COC(=O)c1ncc(C#N)cc1C. Reaction SMILES: [C:1](#[N:2])[c:3]1[cH:4][c:5]([CH3:12])[c:6]([C:9](=[O:10])[OH:11])[n:7][cH:8]1.[CH3:17][c:18]1[cH:19][cH:20][cH:21][cH:22][cH:23]1.[CH3:24][OH:25].[S:13]([Cl:14])([Cl:15])=[O:16]>>[C:1](#[N:2])[c:3]1[cH:4][c:5]([CH3:12])[c:6]([C:9]([O:10][CH3:17])=[O:11])[n:7][cH:8]1. Starting materials: ClC1=C(C(=O)C2=C(SC(=C2)CC)N2N=C(N=C2CCl)C(=O)OCC)C=CC=C1 (ethyl 1-[3-(2-chlorobenzoyl)-5-ethyl-2-thienyl]-5-chloromethyl-1H-1,2,4-triazole-3-carboxylate), C1N2CN3CN1CN(C2)C3 (hexamethylenetetramine). Run in C(C)O (ethanol). Product: ClC1=C(C=CC=C1)C1=NCC=2N(C3=C1C=C(S3)CC)N=C(N2)C(=O)OCC (ethyl 6-(2-chlorophenyl)-8-ethyl-4 H-thieno[3,2-f]-s-triazolo[1,5-a][1,4]-diazepine-2-carboxylate). As a reaction SMILES: [Cl:1][C:2]1[CH:28]=[CH:27][CH:26]=[CH:25][C:3]=1[C:4]([C:6]1[CH:10]=[C:9]([CH2:11][CH3:12])[S:8][C:7]=1[N:13]1[C:17]([CH2:18]Cl)=[N:16][C:15]([C:20]([O:22][CH2:23][CH3:24])=[O:21])=[N:14]1)=O.C1N2CN3CN(C2)C[N:30]1C3>C(O)C>[Cl:1][C:2]1[CH:28]=[CH:27][CH:26]=[CH:25][C:3]=1[C:4]1[C:6]2[CH:10]=[C:9]([CH2:11][CH3:12])[S:8][C:7]=2[N:13]2[N:14]=[C:15]([C:20]([O:22][CH2:23][CH3:24])=[O:21])[N:16]=[C:17]2[CH2:18][N:30]=1. Procedure details: A mixture of 3.50 g. of ethyl 1-[3-(2-chlorobenzoyl)-5-ethyl-2-thienyl]-5-chloromethyl-1H-1,2,4-triazole-3-carboxylate, 3.36 g. of hexamethylenetetramine and 80 ml. of ethanol is refluxed for 15 hours, followed by concentration. Then, addition of water to the residue gives ethyl 6-(2-chlorophenyl)-8-ethyl-4 H-thieno[3,2-f]-s-triazolo[1,5-a][1,4]-diazepine-2-carboxylate as crystals. Recrystallization from ethanol yields pale yellow prisms melting at 147.5° to 148.5° C. Reactants: C(C1=CC=CC=C1)Br (benzyl bromide), O (Water), BrC=1C=C(SC1)CO ((4-bromo-thiophen-2-yl)-methanol), Intermediate ( 85 ), [H-].[Na+] (sodium hydride). The reagents and catalysts are [I-].C(CCC)[N+](CCCC)(CCCC)CCCC (Tetrabutylammonium iodide). The solvent is O1CCCC1 (tetrahydrofuran). Conditions: time 30 minute. Yields the product C(C1=CC=CC=C1)OCC=1SC=C(C1)Br (2-benzyloxymethyl-4-bromo-thiophene). Reaction SMILES: [Br:1][C:2]1[CH:3]=[C:4]([CH2:7][OH:8])[S:5][CH:6]=1.[H-].[Na+].[CH2:11](Br)[C:12]1[CH:17]=[CH:16][CH:15]=[CH:14][CH:13]=1.O>O1CCCC1.[I-].C([N+](CCCC)(CCCC)CCCC)CCC>[CH2:11]([O:8][CH2:7][C:4]1[S:5][CH:6]=[C:2]([Br:1])[CH:3]=1)[C:12]1[CH:17]=[CH:16][CH:15]=[CH:14][CH:13]=1 |f:1.2,6.7|. Procedure details: To (4-bromo-thiophen-2-yl)-methanol (18.8 g, 97.4 mmol, Intermediate (85)] in tetrahydrofuran (200 mL) was added sodium hydride (3.9 g, 97.4 mmol) at 0° C. under nitrogen atmosphere. The reaction mixture was stirred at room temperature for 30 minutes. Tetrabutylammonium iodide (3.6 g, 9.7 mmol) was added followed by benzyl bromide (11.6 mL, 97.4 mmol). The mixture was stirred at room temperature for 1 hour. Water was added. The resulting mixture was extracted with diethyl ether. The ether layer ...